Dataset: the Open Reaction Database (ORD), a public repository of structured organic reaction records. Task: describe an organic reaction: reactants, conditions, products, and yield Reactants: FC1=C(C=CC=C1F)[C@@]12N=C(SC[C@@H]1[C@H](OC2)CF)NC(C2=CC=CC=C2)=O (N-((4aS,5S,7aS)-7a-(2,3-difluorophenyl)-5-(fluoromethyl)-4a,5,7,7a-tetrahydro-4H-furo[3,4-d][1,3]thiazin-2-yl)benzamide), N12CCCCCC2=NCCC1 (1,8-diazabicyclo[5.4.0]undec-7-ene). Run in CO (methanol). Reaction conditions: temperature 57.5 celsius, time 8 hour. The product is FC1=C(C=CC=C1F)[C@@]12N=C(SC[C@@H]1[C@H](OC2)CF)N ((4aS,5S,7aS)-7a-(2,3-difluorophenyl)-5-(fluoromethyl)-4a,5,7,7a-tetrahydro-4H-furo[3,4-d][1,3]thiazin-2-amine). Yield: 62.1%. RXN SMILES: [F:1][C:2]1[C:7]([F:8])=[CH:6][CH:5]=[CH:4][C:3]=1[C@:9]12[CH2:17][O:16][C@H:15]([CH2:18][F:19])[C@H:14]1[CH2:13][S:12][C:11]([NH:20]C(=O)C1C=CC=CC=1)=[N:10]2.N12CCCN=C1CCCCC2>CO>[F:1][C:2]1[C:7]([F:8])=[CH:6][CH:5]=[CH:4][C:3]=1[C@:9]12[CH2:17][O:16][C@H:15]([CH2:18][F:19])[C@H:14]1[CH2:13][S:12][C:11]([NH2:20])=[N:10]2. Procedure details: N-((4aS,5S,7aS)-7a-(2,3-difluorophenyl)-5-(fluoromethyl)-4a,5,7,7a-tetrahydro-4H-furo[3,4-d][1,3]thiazin-2-yl)benzamide (19.40 g, 0.048 mol, 1.0 equiv.) was dissolved in methanol (97 mL), under nitrogen. 1,8-diazabicyclo[5.4.0]undec-7-ene (8.92 mL, 0.060 mol, 1.25 equiv.) was added, and the solution was heated to 55-60° C. After 8 h, the reaction mixture was concentrated under reduced pressure, and the residue purified by silica gel flash column chromatography (5% to 100% EtOAc in heptane) to af... The reactants are C1CCOC1, CCCC[N+](CCCC)(CCCC)CCCC, Cl, [F-], O=Cc1ccc(F)c(F)c1, C[Si](C)(C)C(F)(F)F. Product: OC(c1ccc(F)c(F)c1)C(F)(F)F. Reaction SMILES: [CH2:38]1[O:39][CH2:40][CH2:41][CH2:42]1.[CH3:2][CH2:3][CH2:4][CH2:5][N+:6]([CH2:7][CH2:8][CH2:9][CH3:10])([CH2:11][CH2:12][CH2:13][CH3:14])[CH2:15][CH2:16][CH2:17][CH3:18].[ClH:37].[F-:1].[F:19][c:20]1[cH:21][c:22]([CH:23]=[O:24])[cH:25][cH:26][c:27]1[F:28].[F:29][C:30]([F:31])([F:32])[Si:33]([CH3:34])([CH3:35])[CH3:36]>>[F:19][c:20]1[cH:21][c:22]([CH:23]([OH:24])[C:30]([F:29])([F:31])[F:32])[cH:25][cH:26][c:27]1[F:28]. The reactants are NC=1C=NC2=CC=CC=C2C1NCCC1=CC=CC=C1 (3-amino-4-[2(phenyl)ethylamino]quinoline), C(OCC)(OCC)OCC (triethyl orthoformate). Run in C(=O)O (formic acid). Product: C1(=CC=CC=C1)CCN1C=NC=2C=NC=3C=CC=CC3C21 (1-[2-(phenyl)ethyl]-1H-imidazo[4,5-c]quinoline). RXN SMILES: [NH2:1][C:2]1[CH:3]=[N:4][C:5]2[C:10]([C:11]=1[NH:12][CH2:13][CH2:14][C:15]1[CH:20]=[CH:19][CH:18]=[CH:17][CH:16]=1)=[CH:9][CH:8]=[CH:7][CH:6]=2.[CH:21](OCC)(OCC)OCC>C(O)=O>[C:15]1([CH2:14][CH2:13][N:12]2[C:11]3[C:10]4[CH:9]=[CH:8][CH:7]=[CH:6][C:5]=4[N:4]=[CH:3][C:2]=3[N:1]=[CH:21]2)[CH:20]=[CH:19][CH:18]=[CH:17][CH:16]=1. Procedure details: Using the method of Example 49, 3-amino-4-[2(phenyl)ethylamino]quinoline was reacted with triethyl orthoformate and formic acid to provide 1-[2-(phenyl)ethyl]-1H-imidazo[4,5-c]quinoline, m.p. 105°-108° C. Reaction SMILES: [Cl:1][c:2]1[cH:3][c:4]([NH:8][c:9]2[cH:10][cH:11][c:12]3[cH:13][cH:14][cH:15][n:16][c:17]3[cH:18]2)[n:5][cH:6][n:7]1.[F:19][c:20]1[cH:21][cH:22][c:23]([CH:26]([CH3:27])[N:28]2[CH2:29][CH2:30][NH:31][CH2:32][CH2:33]2)[cH:24][cH:25]1>>[c:2]1([N:31]2[CH2:30][CH2:29][N:28]([CH:26]([c:23]3[cH:22][cH:21][c:20]([F:19])[cH:25][cH:24]3)[CH3:27])[CH2:33][CH2:32]2)[cH:3][c:4]([NH:8][c:9]2[cH:10][cH:11][c:12]3[cH:13][cH:14][cH:15][n:16][c:17]3[cH:18]2)[n:5][cH:6][n:7]1. Starting materials: Clc1cc(Nc2ccc3cccnc3c2)ncn1, CC(c1ccc(F)cc1)N1CCNCC1. Yields the product CC(c1ccc(F)cc1)N1CCN(c2cc(Nc3ccc4cccnc4c3)ncn2)CC1. Starting materials: CO, COC(=O)c1c(F)cc(C#CC(C)(C)C)cc1F, [Li+], [OH-], O. The product is CC(C)(C)C#Cc1cc(F)c(C(=O)O)c(F)c1. RXN SMILES: [CH3:21][OH:22].[F:1][c:2]1[c:3]([C:4](=[O:5])[O:6][CH3:7])[c:8]([F:18])[cH:9][c:10]([C:12]#[C:13][C:14]([CH3:15])([CH3:16])[CH3:17])[cH:11]1.[Li+:19].[OH-:20].[OH2:23]>>[F:1][c:2]1[c:3]([C:4](=[O:5])[OH:6])[c:8]([F:18])[cH:9][c:10]([C:12]#[C:13][C:14]([CH3:15])([CH3:16])[CH3:17])[cH:11]1. RXN SMILES: [CH2:1]([N:4]1[C:9](=[O:10])[C:8]([C:11]([O:13]CC)=[O:12])=[CH:7][N:6]=[C:5]1[C:16]1[CH:21]=[CH:20][CH:19]=[CH:18][CH:17]=1)[CH:2]=[CH2:3].[OH-].[Na+].ClCCl>O1CCCC1>[CH2:1]([N:4]1[C:9](=[O:10])[C:8]([C:11]([OH:13])=[O:12])=[CH:7][N:6]=[C:5]1[C:16]1[CH:17]=[CH:18][CH:19]=[CH:20][CH:21]=1)[CH:2]=[CH2:3] |f:1.2|. Isolated yield 48.1%. Procedure details: To a solution of ethyl 1-allyl-2-phenylpyrimidin-6(1H)-one-5-carboxylate (25.6 g) in tetrahydrofuran (300 mL) at 0° C. was added a solution of 0.5N sodium hydroxide (198 mL). The resulting solution was allowed to stir for 1 h, was poured into dichloromethane and the organic layer removed. The remaining basic aqueous fraction was extracted with dichloromethane, made acidic with 1N hydrochloric acid (to pH 2), and extracted with dichloromethane. The organic layers from the acidic extractions were ... Run in O1CCCC1 (tetrahydrofuran). Product: C(C=C)N1C(=NC=C(C1=O)C(=O)O)C1=CC=CC=C1 (1-allyl-2-phenylpyrimidin-6(1H)-one-5-carboxylic acid). Reactants: C(C=C)N1C(=NC=C(C1=O)C(=O)OCC)C1=CC=CC=C1 (ethyl 1-allyl-2-phenylpyrimidin-6(1H)-one-5-carboxylate), [OH-].[Na+] (sodium hydroxide), ClCCl (dichloromethane). Run at time 1 hour. Reactants: Organometallics, [Cl-].[NH4+] (ammonium chloride), BrC1=C(OC2OCCCC2)C=CC=C1 (2-(2-bromophenoxy)tetrahydropyran), C(C)(C)(C)P(C(C)(C)C)C(C)(C)C (tri-tert-butylphosphine), CC1=NC(=CC=C1)C(F)(C1=CC=CC(=N1)C)C1=CC=CC(=N1)C (tris(2-methyl-6-pyridyl)fluoromethane). Reagents/catalysts: C=1C=CC(=CC1)/C=C/C(=O)/C=C/C2=CC=CC=C2.C=1C=CC(=CC1)/C=C/C(=O)/C=C/C2=CC=CC=C2.C=1C=CC(=CC1)/C=C/C(=O)/C=C/C2=CC=CC=C2.[Pd].[Pd] (Pd2(dba)3), CC1(CCCC([N-]1)(C)C)C.CC1(CCCC([N-]1)(C)C)C.[Zn+2] (Zn(tmp)2). Run in C1(=CC=CC=C1)C (toluene), C1(=CC=CC=C1)C (toluene). Run at temperature 50 celsius, time 20 hour. Yields the product OC1=C(C=CC=C1)CC1=NC(=CC=C1)C(F)(C1=CC=CC(=N1)CC1=C(C=CC=C1)O)C1=CC=CC(=N1)CC1=C(C=CC=C1)O (tris(2-(2-hydroxyphenylmethyl)-6-pyridyl)-fluoromethane). RXN SMILES: [CH3:1][C:2]1[CH:7]=[CH:6][CH:5]=[C:4]([C:8]([C:17]2[N:22]=[C:21]([CH3:23])[CH:20]=[CH:19][CH:18]=2)([C:10]2[N:15]=[C:14]([CH3:16])[CH:13]=[CH:12][CH:11]=2)[F:9])[N:3]=1.Br[C:25]1[CH:37]=[CH:36][CH:35]=[CH:34][C:26]=1[O:27]C1CCCCO1.C(P([C:47]([CH3:50])([CH3:49])C)C(C)(C)C)(C)(C)C.[Cl-].[NH4+]>C1(C)C=CC=CC=1.CC1(C)[N-]C(C)(C)CCC1.CC1(C)[N-]C(C)(C)CCC1.[Zn+2].C1C=CC(/C=C/C(/C=C/C2C=CC=CC=2)=O)=CC=1.C1C=CC(/C=C/C(/C=C/C2C=CC=CC=2)=O)=CC=1.C1C=CC(/C=C/C(/C=C/C2C=CC=CC=2)=O)=CC=1.[Pd].[Pd]>[OH:27][C:26]1[CH:34]=[CH:35][CH:36]=[CH:37][C:25]=1[CH2:23][C:21]1[CH:20]=[CH:19][CH:18]=[C:17]([C:8]([C:10]2[N:15]=[C:14]([CH2:16][C:34]3[CH:35]=[CH:36][CH:37]=[CH:25][C:26]=3[OH:27])[CH:13]=[CH:12][CH:11]=2)([C:4]2[N:3]=[C:2]([CH2:1][C:49]3[CH:47]=[CH:50][CH:37]=[CH:25][C:26]=3[OH:27])[CH:7]=[CH:6][CH:5]=2)[F:9])[N:22]=1 |f:3.4,6.7.8,9.10.11.12.13|. Procedure: The synthesis is carried out analogously to Organometallics 2007, 26(17), 4105-4108. 5.88 g (17 mmol) of Zn(tmp)2 are added to a solution of 3.07 g (10 mmol) of tris(2-methyl-6-pyridyl)fluoromethane in 100 ml of toluene, and the mixture is subsequently stirred at 50° C. for 20 h. 9.00 g (35 mmol) of 2-(2-bromophenoxy)tetrahydropyran and a catalyst solution, prepared separately in advance from 121 mg (0.6 mmol) of tri-tert-butylphosphine and 275 mg (0.3 mmol) of Pd2(dba)3 in 5 ml of toluene, are ... Starting materials: C(C1=CC=CC=C1)NC(=O)C1=NOC(=N1)[C@@H](CC(=O)OC(C)(C)C)CCCC1CCCCC1 (tert-butyl (3R)-3-{3-[(benzylamino)carbonyl]-1,2,4-oxadiazol-5-yl}6-cyclohexylhexanoate), FC(C(=O)O)(F)F (trifluoroacetic acid). Solvent: ClCCl (dichloromethane). Conditions: time 17 hour. Product: C(C1=CC=CC=C1)NC(=O)C1=NOC(=N1)[C@@H](CC(=O)O)CCCC1CCCCC1 ((3R)-3-{3-[(Benzylamino)carbonyl]-1,2,4-oxadiazol-5-yl}-6-cyclohexylhexanoic acid). Yield: 102.1%. As a reaction SMILES: [CH2:1]([NH:8][C:9]([C:11]1[N:15]=[C:14]([C@H:16]([CH2:25][CH2:26][CH2:27][CH:28]2[CH2:33][CH2:32][CH2:31][CH2:30][CH2:29]2)[CH2:17][C:18]([O:20]C(C)(C)C)=[O:19])[O:13][N:12]=1)=[O:10])[C:2]1[CH:7]=[CH:6][CH:5]=[CH:4][CH:3]=1.FC(F)(F)C(O)=O>ClCCl>[CH2:1]([NH:8][C:9]([C:11]1[N:15]=[C:14]([C@H:16]([CH2:25][CH2:26][CH2:27][CH:28]2[CH2:29][CH2:30][CH2:31][CH2:32][CH2:33]2)[CH2:17][C:18]([OH:20])=[O:19])[O:13][N:12]=1)=[O:10])[C:2]1[CH:3]=[CH:4][CH:5]=[CH:6][CH:7]=1. Procedure details: A solution of tert-butyl (3R)-3-{3-[(benzylamino)carbonyl]-1,2,4-oxadiazol-5-yl}6-cyclohexylhexanoate (Preparation 16b) (173 mg, 0.38 mmol) in dichloromethane (4 ml) was treated with trifluoroacetic acid (1 ml) and the resulting mixture was stirred at room temperature under a nitrogen atmosphere for 17 hours. The solvent was removed under reduced pressure and the residue azeotroped from toluene to afford the title compound as a beige solid (155 mg).